This data is from the Open Reaction Database (ORD), a public repository of structured organic reaction records. The task is: describe an organic reaction: reactants, conditions, products, and yield Starting materials: ClC1=C(SC=C1)C=O (3-chlorothiophene-2-carbaldehyde), C([O-])([O-])=O.[K+].[K+] (potassium carbonate), S1C(=CC=C1)S (thiophene-2-thiol). The solvent is CN(C=O)C (N,N-dimethylformamide). Conditions: time 3 hour. The product is S1C(=CC=C1)SC1=C(SC=C1)C=O (3-(thiophen-2-ylsulfanyl)thiophene-2-carbaldehyde). The yield is 97.2%. As a reaction SMILES: Cl[C:2]1[CH:6]=[CH:5][S:4][C:3]=1[CH:7]=[O:8].C(=O)([O-])[O-].[K+].[K+].[S:15]1[CH:19]=[CH:18][CH:17]=[C:16]1[SH:20]>CN(C)C=O>[S:15]1[CH:19]=[CH:18][CH:17]=[C:16]1[S:20][C:2]1[CH:6]=[CH:5][S:4][C:3]=1[CH:7]=[O:8] |f:1.2.3|. Reported procedure: A mixture of 3-chlorothiophene-2-carbaldehyde (1.0 g), potassium carbonate (2.8 g) and N,N-dimethylformamide (6.8 mL) was treated dropwise with thiophene-2-thiol (0.87 g), and the resulting mixture was stirred at room temperature for 3 hours. The mixture was poured onto water (150 mL) and extracted with diethyl ether. The combined organic extract was washed with saturated aqueous sodium hydrogen carbonate solution and saturated aqueous sodium chloride solution, and then dried over magnesium sulf... The reactants are BrC=1C=CC(=C(C1)C1(C(N(C2=CC=CC=C12)C(C1=CC=CC=C1)C1=CC=CC=C1)=O)CO)O (3-(5-bromo-2-hydroxyphenyl)-1-(diphenylmethyl)-3-(hydroxymethyl)-1,3-dihydro-2H-indol-2-one), C1(CC1)CCN1C(C(C2=CC=CC=C12)(CO)C1=CC2=C(OCO2)C=C1O)=O (1-(2-cyclopropylethyl)-3-(6-hydroxy-1,3-benzodioxol-5-yl)-3-(hydroxymethyl)-1,3-dihydro-2H-indol-2-one). The product is BrC=1C=CC2=C(C1)C1(C(N(C3=CC=CC=C13)C(C1=CC=CC=C1)C1=CC=CC=C1)=O)CO2 (5-bromo-1′-(diphenylmethyl)spiro[1-benzofuran-3,3′-indol]-2′(1′H)-one). RXN SMILES: [Br:1][C:2]1[CH:3]=[CH:4][C:5](O)=[C:6]([C:8]2([CH2:31][OH:32])[C:16]3[C:11](=[CH:12][CH:13]=[CH:14][CH:15]=3)[N:10]([CH:17]([C:24]3[CH:29]=[CH:28][CH:27]=[CH:26][CH:25]=3)[C:18]3[CH:23]=[CH:22][CH:21]=[CH:20][CH:19]=3)[C:9]2=[O:30])[CH:7]=1.C1(CCN2C3C(=CC=CC=3)C(C3C(O)=CC4OCOC=4C=3)(CO)C2=O)CC1>>[Br:1][C:2]1[CH:3]=[CH:4][C:5]2[O:32][CH2:31][C:8]3([C:16]4[C:11](=[CH:12][CH:13]=[CH:14][CH:15]=4)[N:10]([CH:17]([C:24]4[CH:29]=[CH:28][CH:27]=[CH:26][CH:25]=4)[C:18]4[CH:19]=[CH:20][CH:21]=[CH:22][CH:23]=4)[C:9]3=[O:30])[C:6]=2[CH:7]=1. Procedure: Following the procedure as described in Example 1, and making non-critical variations using 3-(5-bromo-2-hydroxyphenyl)-1-(diphenylmethyl)-3-(hydroxymethyl)-1,3-dihydro-2H-indol-2-one to replace 1-(2-cyclopropylethyl)-3-(6-hydroxy-1,3-benzodioxol-5-yl)-3-(hydroxymethyl)-1,3-dihydro-2H-indol-2-one, the title compound was obtained (72%) as a white solid: 1H NMR (300 MHz, CDCl3) δ 7.43-7.25 (m, 11H), 7.14-6.93 (m, 4H), 6.83 (d, 1H), 6.71 (d, 1H), 6.52 (d, 1H), 5.0 (d, 1H), 4.73 (d, 1H); MS (ES+) m/... Reactants: C(C#C)Br (propargyl bromide), suspension, [H-].[Na+] (sodium hydride), oil, C(C)(C)OCCO (2-isopropoxyethanol). The solvent is O1CCCC1 (tetrahydrofuran). Reaction conditions: time 30 minute. Product: C(C)(C)OCCOCC#C (3-(2-isopropoxyethoxy)prop-1-yne). RXN SMILES: [H-].[Na+].[CH:3]([O:6][CH2:7][CH2:8][OH:9])([CH3:5])[CH3:4].[CH2:10](Br)[C:11]#[CH:12]>O1CCCC1>[CH:3]([O:6][CH2:7][CH2:8][O:9][CH2:12][C:11]#[CH:10])([CH3:5])[CH3:4] |f:0.1|. Reported procedure: To a 60% suspension of sodium hydride in mineral oil (2.3 g, 57.6 mmol) in tetrahydrofuran (65 mL) was added 2-isopropoxyethanol (3.0 g, 28.8 mmol) dropwise at about 0 C. The mixture was stirred for about 30 min, then propargyl bromide (3.2 mL, 28.8 mmol) was added dropwise and the mixture was stirred overnight while being allowed to warm to room temperature. The reaction was quenched by addition of water and the product was extracted with diethyl ether. The combined organic extracts were dried ... Reactants: C1COCCO1, CCOC(OCC)c1cc2cnc(Cl)nc2n1C1CCCC1, Cl, [Na+], [Na+], O=C([O-])O, [OH-]. The product is O=Cc1cc2cnc(Cl)nc2n1C1CCCC1. Reaction SMILES: [CH2:31]1[O:32][CH2:33][CH2:34][O:35][CH2:36]1.[Cl:1][c:2]1[n:3][cH:4][c:5]2[c:6]([n:7]1)[n:8]([CH:18]1[CH2:19][CH2:20][CH2:21][CH2:22]1)[c:9]([CH:11]([O:12][CH2:16][CH3:17])[O:13][CH2:14][CH3:15])[cH:10]2.[ClH:23].[Na+:25].[Na+:30].[O-:26][C:27]([OH:28])=[O:29].[OH-:24]>>[Cl:1][c:2]1[n:3][cH:4][c:5]2[c:6]([n:7]1)[n:8]([CH:18]1[CH2:19][CH2:20][CH2:21][CH2:22]1)[c:9]([CH:11]=[O:12])[cH:10]2. The reactants are [BH3-]C#N, CC(=O)O, Cl, [Na+], O=C1CCOCC1, COc1cc(C(=O)N(CC(C)=Cc2ccccc2)CC2CC(O)CN2)cc2c1OC(C)(C)O2. The product is COc1cc(C(=O)N(CC(C)=Cc2ccccc2)CC2CC(O)CN2C2CCOCC2)cc2c1OC(C)(C)O2. Reaction SMILES: [C:45]([BH3-:46])#[N:47].[CH3:41][C:42](=[O:43])[OH:44].[ClH:49].[Na+:48].[O:34]1[CH2:35][CH2:36][C:37](=[O:40])[CH2:38][CH2:39]1.[OH:1][CH:2]1[CH2:3][CH:4]([CH2:7][N:8]([C:9](=[O:10])[c:11]2[cH:12][c:13]3[c:14]([c:20]([O:22][CH3:23])[cH:21]2)[O:15][C:16]([CH3:18])([CH3:19])[O:17]3)[CH2:24][C:25](=[CH:26][c:27]2[cH:28][cH:29][cH:30][cH:31][cH:32]2)[CH3:33])[NH:5][CH2:6]1>>[OH:1][CH:2]1[CH2:3][CH:4]([CH2:7][N:8]([C:9](=[O:10])[c:11]2[cH:12][c:13]3[c:14]([c:20]([O:22][CH3:23])[cH:21]2)[O:15][C:16]([CH3:18])([CH3:19])[O:17]3)[CH2:24][C:25](=[CH:26][c:27]2[cH:28][cH:29][cH:30][cH:31][cH:32]2)[CH3:33])[N:5]([CH:37]2[CH2:36][CH2:35][O:34][CH2:39][CH2:38]2)[CH2:6]1. The reactants are [C-]#N.[Na+] (sodium cyanide), N (ammonia), [NH4+].[Cl-] (NH4Cl), C12CCCC(CCC1)C2=O (bicyclo[3.3.1]nonan-9-one), N (ammonia), Cl (hydrogen chloride). Run in CCOCC (ether), CCO (EtOH), O (water). Reaction conditions: temperature 50 celsius, time 18 hour. The product is NC1(C2CCCC1CCC2)C#N (9-aminobicyclo[3.3.1]nonane-9-carbonitrile). Yield: 52.7%. As a reaction SMILES: [C-:1]#[N:2].[Na+].[NH3:4].[NH4+].[Cl-].[CH:7]12[C:15](=O)[CH:11]([CH2:12][CH2:13][CH2:14]1)[CH2:10][CH2:9][CH2:8]2.Cl>CCO.CCOCC.O>[NH2:4][C:15]1([C:1]#[N:2])[CH:11]2[CH2:12][CH2:13][CH2:14][CH:7]1[CH2:8][CH2:9][CH2:10]2 |f:0.1,3.4|. Procedure details: Add successively 21 mL of water, 1.12 g (22.8 mmol) of sodium cyanide, 4.52 mL (54.27 mmol) of 12N aqueous ammonia solution and 2.32 g (43.41 mmol) of NH4Cl to a solution of 3 g (21.7 mmol) of bicyclo[3.3.1]nonan-9-one in 40 mL of EtOH. Stir the reaction mixture for 18 h at 50° C. Then add 5 mL of 12N aqueous ammonia solution and heat the mixture again for 4 h at 50° C. Cool the solution to RT then distribute in 100 mL of a 1:1 mixture of ether/1N aqueous soda solution. After extraction, wash th... The reactants are C1=CC=CC=2C3=CC=CC=C3CC12 (fluorene), [OH-].[Na+] (sodium hydroxide), C(CCCCCC)Br (heptyl bromide), [OH-].[Na+] (sodium hydroxide), phase, [OH-].[Na+] (sodium hydroxide), C(CCCCCC)Br (heptyl bromide). Solvent: CS(=O)C (DMSO), C(C)#N (acetonitrile). Conditions: time 5 minute. Product: C(CCCCCC)C1(C2=CC=CC=C2C=2C=CC=CC12)CCCCCCC (9,9-diheptylfluorene). Reaction SMILES: [CH:1]1[C:13]2[CH2:12][C:11]3[C:6](=[CH:7][CH:8]=[CH:9][CH:10]=3)[C:5]=2[CH:4]=[CH:3][CH:2]=1.[OH-].[Na+].[CH2:16](Br)[CH2:17][CH2:18][CH2:19][CH2:20][CH2:21][CH3:22]>CS(C)=O.C(#N)C>[CH2:16]([C:12]1([CH2:12][CH2:13][CH2:1][CH2:2][CH2:3][CH2:4][CH3:5])[C:11]2[CH:10]=[CH:9][CH:8]=[CH:7][C:6]=2[C:5]2[C:13]1=[CH:1][CH:2]=[CH:3][CH:4]=2)[CH2:17][CH2:18][CH2:19][CH2:20][CH2:21][CH3:22] |f:1.2|. Reported procedure: 0.2 mol of fluorene is dissolved in 300 ml of DMSO at 80° C. 0.01 mol of phase transfer catalyst (aliquot) is added to the solution which is stirred for a further 5 minutes. For the alkylation, 0.5 mol of 50% sodium hydroxide solution and 0.5 mol of heptyl bromide are required. The addition is effected in three stages, and commences with the addition of one third of the amount of sodium hydroxide solution used. The solution changes color to deep red and slowly becomes yellow by addition of hepty... Starting materials: CC1=C(C(=CC(=C1)OCCN1C(CCC1)=O)C)C1=CC(=CC=C1)CN(C1=CC(=C(C=C1)CCC(=O)OC(C)(C)C)F)S(=O)(=O)C1=C(C=CC=C1)[N+](=O)[O-] (tert-butyl 3-(4-{({2′,6′-dimethyl-4′-[2-(2-oxopyrrolidin-1-yl)ethoxy]biphenyl-3-yl}methyl)[(2-nitrophenyl)sulfonyl]amino}-2-fluorophenyl)propanoate), SCC(=O)O (mercaptoacetic acid), O.[OH-].[Li+] (lithium hydroxide monohydrate). Solvent: CN(C=O)C (N,N-dimethylformamide). Yields the product CC1=C(C(=CC(=C1)OCCN1C(CCC1)=O)C)C1=CC(=CC=C1)CNC1=CC(=C(C=C1)CCC(=O)OC(C)(C)C)F (tert-butyl 3-{4-[({2′,6′-dimethyl-4′-[2-(2-oxopyrrolidin-1-yl)ethoxy]biphenyl-3-yl}methyl)amino]-2-fluorophenyl}propanoate). Isolated yield 73.9%. Reaction SMILES: [CH3:1][C:2]1[CH:7]=[C:6]([O:8][CH2:9][CH2:10][N:11]2[CH2:15][CH2:14][CH2:13][C:12]2=[O:16])[CH:5]=[C:4]([CH3:17])[C:3]=1[C:18]1[CH:23]=[CH:22][CH:21]=[C:20]([CH2:24][N:25](S(C2C=CC=CC=2[N+]([O-])=O)(=O)=O)[C:26]2[CH:31]=[CH:30][C:29]([CH2:32][CH2:33][C:34]([O:36][C:37]([CH3:40])([CH3:39])[CH3:38])=[O:35])=[C:28]([F:41])[CH:27]=2)[CH:19]=1.SCC(O)=O.O.[OH-].[Li+]>CN(C)C=O>[CH3:17][C:4]1[CH:5]=[C:6]([O:8][CH2:9][CH2:10][N:11]2[CH2:15][CH2:14][CH2:13][C:12]2=[O:16])[CH:7]=[C:2]([CH3:1])[C:3]=1[C:18]1[CH:23]=[CH:22][CH:21]=[C:20]([CH2:24][NH:25][C:26]2[CH:31]=[CH:30][C:29]([CH2:32][CH2:33][C:34]([O:36][C:37]([CH3:39])([CH3:38])[CH3:40])=[O:35])=[C:28]([F:41])[CH:27]=2)[CH:19]=1 |f:2.3.4|. Reported procedure: To a solution of tert-butyl 3-(4-{({2′,6′-dimethyl-4′-[2-(2-oxopyrrolidin-1-yl)ethoxy]biphenyl-3-yl}methyl)[(2-nitrophenyl)sulfonyl]amino}-2-fluorophenyl)propanoate (0.91 g, 1.23 mmol) and mercaptoacetic acid (0.26 mL, 3.68 mmol) in N,N-dimethylformamide (9 mL) was added lithium hydroxide monohydrate (0.31 g, 7.38 mmol) under stirring at room temperature, and the mixture was stirred at the same temperature for 4 hr. The reaction mixture was concentrated under reduced pressure, and to the residue... Reactants: C(=O)(C(F)(F)F)O (TFA), C(C)[SiH](CC)CC (triethylsilane), OC[C@H]1CN(C)[C@@H]2CC3=CNC4=CC=CC(C2=C1)=C34 (lysergol). Run at time 3 hour. The product is OC[C@H]1CN(C)[C@@H]2CC3=CNC4=CC=CC(C2=C1)=C34 (Lysergol), OC[C@H]1CN(C)[C@@H]2C[C@@H]3CNC4=CC=CC(C2=C1)=C34 ((3β)-2,3-Dihydrolysergol). The yield is 50.7%. As a reaction SMILES: C(O)(C(F)(F)F)=O.C([SiH](CC)CC)C.[OH:15][CH2:16][C@@H:17]1[CH:32]=[C:31]2[C@@H:21]([CH2:22][C:23]3[C:33]4[C:26](=[CH:27][CH:28]=[CH:29][C:30]2=4)[NH:25][CH:24]=3)[N:19]([CH3:20])[CH2:18]1>>[OH:15][CH2:16][C@@H:17]1[CH:32]=[C:31]2[C@@H:21]([CH2:22][C:23]3[C:33]4[C:26](=[CH:27][CH:28]=[CH:29][C:30]2=4)[NH:25][CH:24]=3)[N:19]([CH3:20])[CH2:18]1.[OH:15][CH2:16][C@@H:17]1[CH:32]=[C:31]2[C@@H:21]([CH2:22][C@H:23]3[C:33]4[C:26](=[CH:27][CH:28]=[CH:29][C:30]2=4)[NH:25][CH2:24]3)[N:19]([CH3:20])[CH2:18]1. Reported procedure: Lysergol was prepared as described by Stoll et al., Helv. Chim. Acta 1949, 32, 1949. Following procedures essentially as described in Example 1, a mixture of 7 ml of TFA, 1.78 g (15.28 mmol) triethylsilane and 0.508 g (2.0 mmol) of lysergol was stirred for 3 hours and gave 0.13 g of the title compound (25%) following column chromatography (50 g silica gel, chloroform:methanol: ammonium hydroxide eluent, 8:2:0.5%), mp. 177°-178.5° C.